This data is from the Open Reaction Database (ORD), a public repository of structured organic reaction records. The task is: describe an organic reaction: reactants, conditions, products, and yield The reactants are CCOP(=O)(CP(=O)(OCC)c1ccc2c(c1)C(C)(C)CC(=O)O2)OCC, CO, [K+], [OH-]. Product: CCOP(=O)(CP(=O)(OCC)c1ccc(O)c(C(C)(C)CC(=O)O)c1)OCC. Reaction SMILES: [CH2:1]([CH3:2])[O:3][P:4](=[O:5])([c:6]1[cH:7][c:8]2[c:13]([cH:14][cH:15]1)[O:12][C:11](=[O:16])[CH2:10][C:9]2([CH3:17])[CH3:18])[CH2:19][P:20](=[O:21])([O:22][CH2:23][CH3:24])[O:25][CH2:26][CH3:27].[CH3:30][OH:31].[K+:29].[OH-:28]>>[CH2:1]([CH3:2])[O:3][P:4](=[O:5])([c:6]1[cH:7][c:8]([C:9]([CH2:10][C:11]([OH:16])=[O:28])([CH3:17])[CH3:18])[c:13]([OH:12])[cH:14][cH:15]1)[CH2:19][P:20](=[O:21])([O:22][CH2:23][CH3:24])[O:25][CH2:26][CH3:27]. Starting materials: COC=1C=C2C(CCC(C2=CC1)(C)C)(C)C (6-methoxy-1,1,4,4-tetramethyl-1,2,3,4-tetrahydro-naphthalene), COC=1C=C2C(CCC(C2=CC1)(C)C)(C)C (6-methoxy-1,1,4,4-tetramethyl-1,2,3,4-tetrahydro-naphthalene), [Al+3].[Cl-].[Cl-].[Cl-] (AlCl3), C(CC)(=O)Cl (propionyl chloride). Solvent: C(Cl)Cl (CH2Cl2), C(Cl)Cl (CH2Cl2). Yields the product COC=1C(=CC=2C(CCC(C2C1)(C)C)(C)C)C(CC)=O (1-(3-Methoxy-5,5,8,8-tetramethyl-5,6,7,8-tetrahydro-naphthalen-2-yl)-propan-1-one), solid. The yield is 86.0%. RXN SMILES: [Al+3].[Cl-].[Cl-].[Cl-].[C:5](Cl)(=[O:8])[CH2:6][CH3:7].[CH3:10][O:11][C:12]1[CH:13]=[C:14]2[C:19](=[CH:20][CH:21]=1)[C:18]([CH3:23])([CH3:22])[CH2:17][CH2:16][C:15]2([CH3:25])[CH3:24]>C(Cl)Cl>[CH3:10][O:11][C:12]1[C:21]([C:5](=[O:8])[CH2:6][CH3:7])=[CH:20][C:19]2[C:18]([CH3:23])([CH3:22])[CH2:17][CH2:16][C:15]([CH3:25])([CH3:24])[C:14]=2[CH:13]=1 |f:0.1.2.3|. Reported procedure: Following General Procedure A and using AlCl3 (3.7 g, 27.5 mmol), CH2Cl2 (40 mL), propionyl chloride (2.4 mL, 27.5 mmol), and 6-methoxy-1,1,4,4-tetramethyl-1,2,3,4-tetrahydro-naphthalene (Intermediate 2, 5.0 g, 22.9 mmol) in CH2Cl2 (10 mL) at ambient temperature for 1.5 h followed by recrystallization from Et2O, the title compound was obtained as a white solid (5.4 g, 86%).